describe an organic reaction: reactants, conditions, products, and yield From a dataset of the Open Reaction Database (ORD), a public repository of structured organic reaction records. Product: COc1cccc(C)c1OCCCBr. Reactants: BrCCCBr, O=C([O-])[O-], COc1cccc(C)c1O, CC#N, [K+], [K+], O. As a reaction SMILES: [Br:17][CH2:18][CH2:19][CH2:20][Br:21].[C:11](=[O:12])([O-:13])[O-:14].[CH3:1][O:2][c:3]1[c:4]([OH:10])[c:5]([CH3:9])[cH:6][cH:7][cH:8]1.[CH3:22][C:23]#[N:24].[K+:15].[K+:16].[OH2:25]>>[CH3:1][O:2][c:3]1[c:4]([O:10][CH2:20][CH2:19][CH2:18][Br:17])[c:5]([CH3:9])[cH:6][cH:7][cH:8]1. Reactants: C(#N)C1=C(CN2C[C@@H](CCC2)NC(=O)C=2C=C3C(=NN(C3=CC2)C(C2=CC=CC=C2)(C2=CC=CC=C2)C2=CC=CC=C2)C2=CC=NC=C2)C=CC=C1 (N-[(3R)-1-(2-cyanobenzyl)piperidin-3-yl]-3-pyridin-4-yl-1-trityl-1H-indazole-5-carboxamide), C(=O)(C(F)(F)F)O (TFA). Conditions: time 20 minute. Reaction SMILES: [C:1]([C:3]1[CH:52]=[CH:51][CH:50]=[CH:49][C:4]=1[CH2:5][N:6]1[CH2:11][CH2:10][CH2:9][C@@H:8]([NH:12][C:13]([C:15]2[CH:16]=[C:17]3[C:21](=[CH:22][CH:23]=2)[N:20](C(C2C=CC=CC=2)(C2C=CC=CC=2)C2C=CC=CC=2)[N:19]=[C:18]3[C:43]2[CH:48]=[CH:47][N:46]=[CH:45][CH:44]=2)=[O:14])[CH2:7]1)#[N:2].[C:53]([OH:59])([C:55]([F:58])([F:57])[F:56])=[O:54]>>[F:56][C:55]([F:58])([F:57])[C:53]([O-:59])=[O:54].[C:1]([C:3]1[CH:52]=[CH:51][CH:50]=[CH:49][C:4]=1[CH2:5][N:6]1[CH2:11][CH2:10][CH2:9][C@@H:8]([NH:12][C:13]([C:15]2[CH:16]=[C:17]3[C:21](=[CH:22][CH:23]=2)[NH:20][N:19]=[C:18]3[C:43]2[CH:44]=[CH:45][NH+:46]=[CH:47][CH:48]=2)=[O:14])[CH2:7]1)#[N:2] |f:2.3|. Procedure: To a microwave vial equipped with a stir bar was added N-[(3R)-1-(2-cyanobenzyl)piperidin-3-yl]-3-pyridin-4-yl-1-trityl-1H-indazole-5-carboxamide (41.7 mg, 0.061 mmol) and TFA (1000 μl, 12.98 mmol). The reaction was stirred at room temperature for 20 minutes. After 20 minutes the LCMS indicates formation of the desired product. Triethylsilane (19.62 μl, 0.123 mmol) was addes, and the crude reaction was concentrated in vacuo. The crude was dissolved in 1 ml DMSO, filtered, and purified by reverse... Yields the product FC(C(=O)[O-])(F)F.C(#N)C1=C(CN2C[C@@H](CCC2)NC(=O)C=2C=C3C(=NNC3=CC2)C2=CC=[NH+]C=C2)C=CC=C1 (4-[5-({[(3R)-1-(2-cyanobenzyl)piperidin-3-yl]amino}carbonyl)-1H-indazol-3-yl]pyridinium trifluoroacetate). Starting materials: C(C1=CC=CC=C1)N1N=CC(=C(C1=O)C1=CC=C(C#N)C=C1)C1=CC=C(C=C1)Cl (4-(2-benzyl-5-(4-chlorophenyl)-3-oxo-2,3-dihydropyridazin-4-yl)benzonitrile), [Al+3].[Cl-].[Cl-].[Cl-] (AlCl3). The solvent is C1(=CC=CC=C1)C (toluene). Run at temperature 80 celsius, time 4 hour. Yields the product ClC1=CC=C(C=C1)C1=C(C(NN=C1)=O)C1=CC=C(C#N)C=C1 (4-(5-(4-chlorophenyl)-3-oxo-2,3-dihydropyridazin-4-yl)benzonitrile). Isolated yield 78.7%. Reaction SMILES: C([N:8]1[C:13](=[O:14])[C:12]([C:15]2[CH:22]=[CH:21][C:18]([C:19]#[N:20])=[CH:17][CH:16]=2)=[C:11]([C:23]2[CH:28]=[CH:27][C:26]([Cl:29])=[CH:25][CH:24]=2)[CH:10]=[N:9]1)C1C=CC=CC=1.[Al+3].[Cl-].[Cl-].[Cl-]>C1(C)C=CC=CC=1>[Cl:29][C:26]1[CH:25]=[CH:24][C:23]([C:11]2[CH:10]=[N:9][NH:8][C:13](=[O:14])[C:12]=2[C:15]2[CH:16]=[CH:17][C:18]([C:19]#[N:20])=[CH:21][CH:22]=2)=[CH:28][CH:27]=1 |f:1.2.3.4|. Procedure details: To the suspension of 4-(2-benzyl-5-(4-chlorophenyl)-3-oxo-2,3-dihydropyridazin-4-yl)benzonitrile (3.62 gm, 9.12 mmol) in toluene (50 ml) at rt under argon was added AlCl3 (3.65 gm, 27.4 mmol). The reaction was heated to 80° C. and stirred at this temperature for 4 hrs. After this time, the solution was cooled to rt and concentrated under reduced pressure. Ice water (100 ml) was added to the reaction residue and the resulting slurry was stirred for 20 min. The solution was then diluted with EtOAc... Reactants: O1C(=CC=C1)P(OCC)(=O)OCC (diethyl 2-furanphosphonate), [Li+].CC(C)[N-]C(C)C (LDA), C(=O)OC (Methyl formate). The solvent is C1CCOC1 (THF). Conditions: time 1 hour. The product is C(C)OP(=O)(OCC)C1=CC=C(O1)C=O (5-diethylphosphono-2-furaldehyde). RXN SMILES: [O:1]1[CH:5]=[CH:4][CH:3]=[C:2]1[P:6]([O:11][CH2:12][CH3:13])(=[O:10])[O:7][CH2:8][CH3:9].[Li+].CC([N-]C(C)C)C.[CH:22](OC)=[O:23]>C1COCC1>[CH2:12]([O:11][P:6]([C:2]1[O:1][C:5]([CH:22]=[O:23])=[CH:4][CH:3]=1)([O:7][CH2:8][CH3:9])=[O:10])[CH3:13] |f:1.2|. Procedure details: A solution of diethyl 2-furanphosphonate (1 mmole) in THF was treated with LDA (1.12 mmole, lithium N,N-diisopropylamide) at −78° C. for 20 min. Methyl formate (1.5 mmole) was added and the reaction was stirred for 1 h. Extraction and chromatography gave compound 1 as a clear yellow oil. Preferably this aldehyde can be prepared from 2-furaldehyde as described below. The reactants are C(C)(=O)O[C@@H](CC(=O)O)CBr ((S)-3-acetoxy-4-bromobutyric acid), C(C)(C)(C)N (t-butylamine). The solvent is O (water). Run at time 2 hour. Product: C(C)(C)(C)N.O1[C@@H](CC(=O)O)C1 ((S)-3,4-epoxybutyric acid t-butylamine salt). As a reaction SMILES: C([O:4][C@H:5]([CH2:10]Br)[CH2:6][C:7]([OH:9])=[O:8])(=O)C.[C:12]([NH2:16])([CH3:15])([CH3:14])[CH3:13]>O>[C:12]([NH2:16])([CH3:15])([CH3:14])[CH3:13].[O:4]1[CH2:10][C@@H:5]1[CH2:6][C:7]([OH:9])=[O:8] |f:3.4|. Reported procedure: To a 2 l of three-necked flask equipped with thermometer, pH meter and mechanical stirrer were charged distilled water (1 l), (S)-3-acetoxy-4-bromobutyric acid (90 g, 0.4 mol) and t-butylamine (88 g, 1.2 mol). The reaction mixture was stirred at 0˜5° C. for 2 hours to afford (S)-3,4-epoxybutyric acid t-butylamine salt. Over 99% of conversion was detected by NMR. Reactants: COC=1C=C(C=CC1OC)CC#N (2-(3,4-dimethoxyphenyl)-acetonitrile), [H-].[Na+] (NaH), C(C)OC(CCCl)OCC (3-chloropropionaldehyde diethylacetal). Solvent: CN(C=O)C (dimethyl formamide), CN(C=O)C (DMF). Run at time 1 hour. Yields the product C(C)OC(CCC(C#N)C1=CC(=C(C=C1)OC)OC)OCC (2-(3,3-diethoxypropyl)-2-(3,4-dimethoxyphenyl)acetonitrile). RXN SMILES: [CH3:1][O:2][C:3]1[CH:4]=[C:5]([CH2:11][C:12]#[N:13])[CH:6]=[CH:7][C:8]=1[O:9][CH3:10].[H-].[Na+].[CH2:16]([O:18][CH:19]([O:23][CH2:24][CH3:25])[CH2:20][CH2:21]Cl)[CH3:17]>CN(C)C=O>[CH2:16]([O:18][CH:19]([O:23][CH2:24][CH3:25])[CH2:20][CH2:21][CH:11]([C:5]1[CH:6]=[CH:7][C:8]([O:9][CH3:10])=[C:3]([O:2][CH3:1])[CH:4]=1)[C:12]#[N:13])[CH3:17] |f:1.2|. Reported procedure: An optionally substituted phenylacetonitrile is then alkylated with an ω-halopropionaldehyde acetal using a strong metallic base, in a polar, aprotic solvent. The desired phenylacetonitrile derivative is first deprotonated by adding about 1 eq of a strong metallic base, e.g., NaH, in a polar aprotic solvent at 15°-21° C. over 25-50 minutes. The resulting mixture is then stirred for 1-3 hours, and about 1 eq of 3-chloropropionaldehyde diethylacetal is added to yield a derivative of formula 5 (ste... Starting materials: Cl (hydrochloric acid), COC(OC)=O.[N+](=O)([O-])C=1C=C(C=CC1O)S(=O)(=O)C1=CC(=C(C=C1)O)[N+](=O)[O-] (3-nitro-4-hydroxyphenyl sulfone bis-methylcarbonate), CO (methanol), [OH-].[Na+] (sodium hydroxide). The solvent is O (water). Conditions: temperature 55 celsius. The product is OC1=C(C=C(C=C1)S(=O)(=O)C1=CC(=C(C=C1)O)[N+](=O)[O-])[N+](=O)[O-] (4-hydroxy-3-nitrophenyl sulfone). The yield is 90.0%. As a reaction SMILES: COC(=O)OC.[N+:7]([C:10]1[CH:11]=[C:12]([S:17]([C:20]2[CH:25]=[CH:24][C:23]([OH:26])=[C:22]([N+:27]([O-:29])=[O:28])[CH:21]=2)(=[O:19])=[O:18])[CH:13]=[CH:14][C:15]=1[OH:16])([O-:9])=[O:8].CO.[OH-].[Na+].Cl>O>[OH:16][C:15]1[CH:14]=[CH:13][C:12]([S:17]([C:20]2[CH:25]=[CH:24][C:23]([OH:26])=[C:22]([N+:27]([O-:29])=[O:28])[CH:21]=2)(=[O:18])=[O:19])=[CH:11][C:10]=1[N+:7]([O-:9])=[O:8] |f:0.1,3.4|. Reported procedure: Into a 3-liter, 3-necked, round-bottom flask are charged 121 g of 3-nitro-4-hydroxyphenyl sulfone bis-methylcarbonate, 200 mL of methanol, 250 mL of water and 200 g of 50 percent aqueous sodium hydroxide. The reaction is heated to 55° C. for a period of 3 hours. Upon completion, the reaction is then cooled to 0° C. and acidified with concentrated hydrochloric acid. The resultant yellow solid is isolated by filtration, washed with water, and air dried to give 82 g of essentially pure 4-hydroxy-3-...